From a dataset of the Open Reaction Database (ORD), a public repository of structured organic reaction records. describe an organic reaction: reactants, conditions, products, and yield Conditions: temperature 20 celsius. RXN SMILES: [CH2:1]([SH:5])[CH:2]([CH3:4])[CH3:3].[H-].[Na+].Cl[C:9]1[N:14]=[C:13]([Cl:15])[CH:12]=[C:11]([O:16][CH2:17][CH2:18][CH:19]([CH3:21])[CH3:20])[N:10]=1.O>C1COCC1>[Cl:15][C:13]1[N:14]=[C:9]([S:5][CH2:1][CH:2]([CH3:4])[CH3:3])[N:10]=[C:11]([O:16][CH2:17][CH2:18][CH:19]([CH3:21])[CH3:20])[CH:12]=1 |f:1.2|. The product is ClC1=CC(=NC(=N1)SCC(C)C)OCCC(C)C (6-chloro-2-isobutylthio-4-(3-methylbut-1-oxy)pyrimidine). The yield is 108.3%. Reported procedure: A solution of 6.7 ml (55.3 mmol) of isobutyl mercaptan in 40 ml of THF is added dropwise to a suspension of 2.2 g of NaH in 90 ml of THF. During this addition, the temperature is prevented from rising above 50° C. by cooling. The solution is cooled to 20° C. and added to a solution of 13.0 g of 2,4-dichloro-6-(3-methylbut-1-oxy)pyrimidine in 80 ml of THF at -10° C. When the temperature has slowly risen to 25° C., the reaction mixture is poured into 200 ml of water. Extraction three times with to... Starting materials: ClC1=NC(=CC(=N1)Cl)OCCC(C)C (2,4-dichloro-6-(3-methylbut-1-oxy)pyrimidine), C(C(C)C)S (isobutyl mercaptan), [H-].[Na+] (NaH), O (water). Solvent: C1CCOC1 (THF), C1CCOC1 (THF), C1CCOC1 (THF).